The task is: describe an organic reaction: reactants, conditions, products, and yield. This data is from the Open Reaction Database (ORD), a public repository of structured organic reaction records. Starting materials: C1(=CC=CC=C1)C(N1N=C(N=C1)CCCOC1=NC=CC(=C1)CN)(C1=CC=CC=C1)C1=CC=CC=C1 (1-[2-({3-[1-(triphenylmethyl)-1H-1,2,4-triazol-3-yl]propyl}oxy)pyridin-4-yl]methaneamine), C1(=CC=CC=C1)C(N1N=C(N=C1)OCCOC=1C=C(C=CC1)CN)(C1=CC=CC=C1)C1=CC=CC=C1 (1-{3-[(2-{[1-(triphenylmethyl)-1H-1,2,4-triazol-3-yl]oxy}ethyl)oxy]phenyl}methanamine), O=C1NC(=NC2=CC=CC=C12)C(=O)OCC (ethyl 4-oxo-3,4-dihydro-2-quinazolinecarboxylate), CC=1C=C(C=CC1)C1=CSC=2N=C(NC(C21)=O)C(=O)OCC (ethyl 5-(3-methylphenyl)-4-oxo-3,4-dihydrothieno[2,3-d]pyrimidine-2-carboxylate). The product is CC=1C=C(C=CC1)C1=CSC=2N=C(NC(C21)=O)C(=O)NCC2=CC(=CC=C2)OCCOC2=NNC=N2 (5-(3-methylphenyl)-4-oxo-N-{3-[2-(1H-1,2,4-triazol-3-yloxy)ethoxy]benzyl}-3,4-dihydrothieno[2,3-d]pyrimidine-2-carboxamide), powder. Isolated yield 74.0%. RXN SMILES: O=C1C2C(=CC=CC=2)N=C(C(OCC)=O)N1.[CH3:17][C:18]1[CH:19]=[C:20]([C:24]2[C:32]3[C:31](=[O:33])[NH:30][C:29]([C:34]([O:36]CC)=O)=[N:28][C:27]=3[S:26][CH:25]=2)[CH:21]=[CH:22][CH:23]=1.C1(C(C2C=CC=CC=2)(C2C=CC=CC=2)N2C=NC(CCCOC3C=C(CN)C=CN=3)=N2)C=CC=CC=1.C1(C(C2C=CC=CC=2)(C2C=CC=CC=2)[N:82]2[CH:86]=[N:85][C:84]([O:87][CH2:88][CH2:89][O:90][C:91]3[CH:92]=[C:93]([CH2:97][NH2:98])[CH:94]=[CH:95][CH:96]=3)=[N:83]2)C=CC=CC=1>>[CH3:17][C:18]1[CH:19]=[C:20]([C:24]2[C:32]3[C:31](=[O:33])[NH:30][C:29]([C:34]([NH:98][CH2:97][C:93]4[CH:94]=[CH:95][CH:96]=[C:91]([O:90][CH2:89][CH2:88][O:87][C:84]5[N:85]=[CH:86][NH:82][N:83]=5)[CH:92]=4)=[O:36])=[N:28][C:27]=3[S:26][CH:25]=2)[CH:21]=[CH:22][CH:23]=1. Reported procedure: By a method similar to that in Example 22, and using, instead of ethyl 4-oxo-3,4-dihydro-2-quinazolinecarboxylate, ethyl 5-(3-methylphenyl)-4-oxo-3,4-dihydrothieno[2,3-d]pyrimidine-2-carboxylate obtained in Reference Example 76 and using, instead of 1-[2-({3-[1-(triphenylmethyl)-1H-1,2,4-triazol-3-yl]propyl}oxy)pyridin-4-yl]methaneamine, 1-{3-[(2-{[1-(triphenylmethyl)-1H-1,2,4-triazol-3-yl]oxy}ethyl)oxy]phenyl}methanamine obtained in Reference Example 32, the title compound was obtained as a whi... Reactants: C(C1=CC=CC=C1)OC(NCC1CC(CCC1)N1C(C=2C(C3=CC=NC=C13)=NOC2C)=O)=O ([3-(3-methyl-4-oxo-5H-2-oxa-1,5,7-triaza-cyclopenta[a]naphthalen-5-yl)-cyclohexylmethyl]-carbamic acid benzyl ester), I[Si](C)(C)C (iodotrimethylsilane). Solvent: ClCCl (dichloromethane). Product: I.NCC1CC(CCC1)N1C(C=2C(C3=CC=NC=C13)=NOC2C)=O (5-(3-Aminomethyl-cyclohexyl)-3-methyl-5H-2-oxa-1,5,7-triaza-cyclopenta[a]naphthalen-4-one hydroiodide). As a reaction SMILES: C(OC(=O)[NH:10][CH2:11][CH:12]1[CH2:17][CH2:16][CH2:15][CH:14]([N:18]2[C:27]3[C:22](=[CH:23][CH:24]=[N:25][CH:26]=3)[C:21]3=[N:28][O:29][C:30]([CH3:31])=[C:20]3[C:19]2=[O:32])[CH2:13]1)C1C=CC=CC=1.[I:34][Si](C)(C)C>ClCCl>[IH:34].[NH2:10][CH2:11][CH:12]1[CH2:17][CH2:16][CH2:15][CH:14]([N:18]2[C:27]3[C:22](=[CH:23][CH:24]=[N:25][CH:26]=3)[C:21]3=[N:28][O:29][C:30]([CH3:31])=[C:20]3[C:19]2=[O:32])[CH2:13]1 |f:3.4|. Reported procedure: Dissolve [3-(3-methyl-4-oxo-5H-2-oxa-1,5,7-triaza-cyclopenta[a]naphthalen-5-yl)-cyclohexylmethyl]-carbamic acid benzyl ester (0.42 g, 0.00093 mol) in dry dichloromethane. Add iodotrimethylsilane (0.33 mL, 0.0023 mol) and stir overnight at ambient temperature. Quench the mixture with methanol (5 mL) and concentrate in vacuo. Take up the resulting residue in minimal dichloromethane and add diethyl ether. Concentrate and titrate from dichloromethane/diethyl ether to form a dark solid. Decant the so... Starting materials: CCOCC, [H-], C=COC(=O)CI, [Na+], C1CCOC1, O=Cc1ccc(N(c2ccccc2)c2ccccc2)cc1, c1ccc(P(c2ccccc2)c2ccccc2)cc1. Yields the product C=COC(=O)C=Cc1ccc(N(c2ccccc2)c2ccccc2)cc1. Reaction SMILES: [CH3:55][CH2:56][O:57][CH2:58][CH3:59].[H-:27].[I:1][CH2:2][C:3](=[O:4])[O:5][CH:6]=[CH2:7].[Na+:28].[O:50]1[CH2:51][CH2:52][CH2:53][CH2:54]1.[c:29]1([N:35]([c:36]2[cH:37][cH:38][c:39]([CH:40]=[O:41])[cH:42][cH:43]2)[c:44]2[cH:45][cH:46][cH:47][cH:48][cH:49]2)[cH:30][cH:31][cH:32][cH:33][cH:34]1.[c:8]1([P:9]([c:10]2[cH:11][cH:12][cH:13][cH:14][cH:15]2)[c:16]2[cH:17][cH:18][cH:19][cH:20][cH:21]2)[cH:22][cH:23][cH:24][cH:25][cH:26]1>>[CH:2]([C:3](=[O:4])[O:5][CH:6]=[CH2:7])=[CH:40][c:39]1[cH:38][cH:37][c:36]([N:35]([c:29]2[cH:30][cH:31][cH:32][cH:33][cH:34]2)[c:44]2[cH:45][cH:46][cH:47][cH:48][cH:49]2)[cH:43][cH:42]1. Procedure: A solution of 0.36 g of lithium hydroxide monohydrate in 7 ml of water is added to a solution of 1.61 g of 3-(p-chlorobenzylamino)propyl(diethoxymethyl)phosphinic acid ethyl ester in 3 ml of ethanol, and the mixture is heated at 60° for 24 hours. The mixture is then cooled to room temperature and the solvent is removed under reduced pressure. The evaporation residue is taken up in water and neutralised with phosphoric acid. A white precipitate forms and is filtered off, and the filtrate is conce... Product: ClC1=CC=C(CNCCCP(O)(=O)C(OCC)OCC)C=C1 (3-(p-chlorobenzylamino)propyl(diethoxymethyl)phosphinic acid). As a reaction SMILES: O.[OH-].[Li+].C([O:6][P:7]([CH2:16][CH2:17][CH2:18][NH:19][CH2:20][C:21]1[CH:26]=[CH:25][C:24]([Cl:27])=[CH:23][CH:22]=1)([CH:9]([O:13][CH2:14][CH3:15])[O:10][CH2:11][CH3:12])=[O:8])C>O.C(O)C>[Cl:27][C:24]1[CH:23]=[CH:22][C:21]([CH2:20][NH:19][CH2:18][CH2:17][CH2:16][P:7]([CH:9]([O:13][CH2:14][CH3:15])[O:10][CH2:11][CH3:12])(=[O:6])[OH:8])=[CH:26][CH:25]=1 |f:0.1.2|. Starting materials: O.[OH-].[Li+] (lithium hydroxide monohydrate), C(C)OP(=O)(C(OCC)OCC)CCCNCC1=CC=C(C=C1)Cl (3-(p-chlorobenzylamino)propyl(diethoxymethyl)phosphinic acid ethyl ester). Solvent: O (water), C(C)O (ethanol).